This data is from the Open Reaction Database (ORD), a public repository of structured organic reaction records. The task is: describe an organic reaction: reactants, conditions, products, and yield Starting materials: C([O-])([O-])=O.[K+].[K+] (potassium carbonate), ClC1=C(C=C2C(C(=C(NC2=C1)S)C(=O)OCC)=O)F (ethyl 7-chloro-6-fluoro-2-mercapto-4-oxo-1,4-dihydroquinoline-3-carboxylate), C(CBr)Br (ethylene dibromide). The solvent is CN(C=O)C (dimethyl formamide). The product is C(C)OC(=O)C1=C2N(C3=CC(=C(C=C3C1=O)F)Cl)CCS2 (8-Chloro-7-fluoro-5-oxo-1,2-dihydro-5H-thiazolo(3,2-a)-quinoline-4-carboxylic acid ethyl ester). As a reaction SMILES: [Cl:1][C:2]1[CH:11]=[C:10]2[C:5]([C:6](=[O:18])[C:7]([C:13]([O:15][CH2:16][CH3:17])=[O:14])=[C:8]([SH:12])[NH:9]2)=[CH:4][C:3]=1[F:19].C(=O)([O-])[O-].[K+].[K+].[CH2:26](Br)[CH2:27]Br>CN(C)C=O>[CH2:16]([O:15][C:13]([C:7]1[C:6](=[O:18])[C:5]2[C:10](=[CH:11][C:2]([Cl:1])=[C:3]([F:19])[CH:4]=2)[N:9]2[CH2:26][CH2:27][S:12][C:8]=12)=[O:14])[CH3:17] |f:1.2.3|. Procedure details: Three grams (0.01 mol) of ethyl 7-chloro-6-fluoro-2-mercapto-4-oxo-1,4-dihydroquinoline-3-carboxylate was dissolved in 10 ml of dimethyl formamide, then 4.1 grams (0.03 mol) of anhydrous potassium carbonate was added thereto and, with stirring at a room temperature, 1.9 grams (0.01 mol) of ethylene dibromide was dropped thereinto. The mixture was stirred at a room temperature overnight. The content was concentrated under reduced pressure and water was added to the residue. Crystals separated out... Reactants: ClC1=CC(=C(C=C1)C=CC=1OC=C(N1)CCl)F (2-[2-(4-chloro-2-fluoro-phenyl)-vinyl]-4-chloromethyl-oxazole), C(C)(=O)[O-].[Na+] (sodium acetate). The solvent is C(C)(=O)O (acetic acid). Yields the product ClC1=CC(=C(C=C1)C=CC=1OC=C(N1)CO)F ({2-[2-(4-chloro-2-fluoro-phenyl)-vinyl]-oxazol-4-yl}-methanol). RXN SMILES: [Cl:1][C:2]1[CH:7]=[CH:6][C:5]([CH:8]=[CH:9][C:10]2[O:11][CH:12]=[C:13]([CH2:15]Cl)[N:14]=2)=[C:4]([F:17])[CH:3]=1.C([O-])(=[O:20])C.[Na+]>C(O)(=O)C>[Cl:1][C:2]1[CH:7]=[CH:6][C:5]([CH:8]=[CH:9][C:10]2[O:11][CH:12]=[C:13]([CH2:15][OH:20])[N:14]=2)=[C:4]([F:17])[CH:3]=1 |f:1.2|. Reported procedure: A solution of 2-[2-(4-chloro-2-fluoro-phenyl)-vinyl]-4-chloromethyl-oxazole (0.800 g, 2.94 mmol) and sodium acetate (0.482 g, 5.88 mmol) in acetic acid (10 ml) is refluxed for 55 h. The reaction mixture is cooled to r.t., concentrated in vacuo and the resulting residue is dissolved in ethanol (4 ml) and 5M potassium hydroxide (KOH) (15 ml). The solution is refluxed for 5 h and cooled to r.t. Saturated ammonium chloride (NH4Cl) is added and the mixture is extracted with ethyl acetate (3×). The ex... The reactants are CC(C)(C)OC(=O)N1CC(F)(c2ccc(Br)cc2)C1, C1CCOC1, [Li]CCCC, [Cl-], [NH4+], CN(C)C=O. The product is CC(C)(C)OC(=O)N1CC(F)(c2ccc(C=O)cc2)C1. As a reaction SMILES: [C:1]([CH3:2])([CH3:3])([CH3:4])[O:5][C:6](=[O:7])[N:8]1[CH2:9][C:10]([F:12])([c:13]2[cH:14][cH:15][c:16]([Br:19])[cH:17][cH:18]2)[CH2:11]1.[CH2:32]1[O:33][CH2:34][CH2:35][CH2:36]1.[CH3:20][CH2:21][CH2:22][CH2:23][Li:24].[Cl-:30].[NH4+:31].[O:25]=[CH:26][N:27]([CH3:28])[CH3:29]>>[C:1]([CH3:2])([CH3:3])([CH3:4])[O:5][C:6](=[O:7])[N:8]1[CH2:9][C:10]([F:12])([c:13]2[cH:14][cH:15][c:16]([CH:26]=[O:25])[cH:17][cH:18]2)[CH2:11]1. The reactants are ClCCl, CN(C)C=O, O=C(O)c1cccc2cc(-c3cccc4cnccc34)ccc12. Yields the product O=C(Cl)c1cccc2cc(-c3cccc4cnccc34)ccc12. RXN SMILES: [Cl:29][CH2:30][Cl:31].[O:24]=[CH:25][N:26]([CH3:27])[CH3:28].[cH:1]1[n:2][cH:3][cH:4][c:5]2[c:6](-[c:11]3[cH:12][c:13]4[cH:14][cH:15][cH:16][c:17]([C:21](=[O:22])[OH:23])[c:18]4[cH:19][cH:20]3)[cH:7][cH:8][cH:9][c:10]12>>[cH:1]1[n:2][cH:3][cH:4][c:5]2[c:6](-[c:11]3[cH:12][c:13]4[cH:14][cH:15][cH:16][c:17]([C:21](=[O:23])[Cl:29])[c:18]4[cH:19][cH:20]3)[cH:7][cH:8][cH:9][c:10]12. Starting materials: 6, C1(=CC=CC=C1)C(C1=CC=CC=C1)Br (diphenylmethyl bromide), CC1=C(N(C=C(C1=O)OCC1=CC=C(C=C1)OC)O)CO (methyl-5-p-methoxybenzyloxy-2-hydroxymethyl-1-hydroxy-4-pyridone), C([O-])([O-])=O.[K+].[K+] (potassium carbonate). Run in CN(C=O)C (dimethylformamide). Reaction conditions: time 17 hour. The product is CC1=C(C(C=C(N1OC(C1=CC=CC=C1)C1=CC=CC=C1)CO)=O)OCC1=CC=C(C=C1)OC (6-Methyl-5-p-methoxybenzyloxy-2-hydroxymethyl-1-diphenylmethyloxy-4-pyridone). Reaction SMILES: C[C:2]1[C:7](=[O:8])[C:6]([O:9][CH2:10][C:11]2[CH:16]=[CH:15][C:14]([O:17][CH3:18])=[CH:13][CH:12]=2)=[CH:5][N:4]([OH:19])[C:3]=1[CH2:20][OH:21].[C:22](=O)([O-])[O-].[K+].[K+].[C:28]1([CH:34](Br)[C:35]2[CH:40]=[CH:39][CH:38]=[CH:37][CH:36]=2)[CH:33]=[CH:32][CH:31]=[CH:30][CH:29]=1>CN(C)C=O>[CH3:22][C:5]1[N:4]([O:19][CH:34]([C:35]2[CH:40]=[CH:39][CH:38]=[CH:37][CH:36]=2)[C:28]2[CH:33]=[CH:32][CH:31]=[CH:30][CH:29]=2)[C:3]([CH2:20][OH:21])=[CH:2][C:7](=[O:8])[C:6]=1[O:9][CH2:10][C:11]1[CH:12]=[CH:13][C:14]([O:17][CH3:18])=[CH:15][CH:16]=1 |f:1.2.3|. Procedure details: To a solution of 1 g of 6 methyl-5-p-methoxybenzyloxy-2-hydroxymethyl-1-hydroxy-4-pyridone in 60 ml of dimethylformamide were successively added 710 mg of potassium carbonate and 1.3 g of diphenylmethyl bromide. The mixture was stirred at room temperature for 17 hours. After completion of the reaction, the reaction liquid was concentrated and the concentrate was added to 20 ml of water and 40 ml of dichloromethane. The organic phase was washed with 20 ml of water. After drying over anhydrous mag... The reactants are NC1=C(C2=C(CNCC2)S1)C(C1=CC=C(C=C1)Cl)=O (2-amino-3-(4-chloro-benzoyl) 4,5,6,7-tetrahydrothieno[2,3-c]pyridine), C(C)OC(=O)CI (ethoxycarbonylmethyl iodide). The product is NC1=C(C2=C(CN(CC2)CC(=O)OCC)S1)C(C1=CC=C(C=C1)Cl)=O (2-Amino-3-(4-chloro-benzoyl)-6-(ethoxycarbonylmethyl)-4,5,6,7-tetrahydrothieno[2,3-c]pyridine). Yield: 70.0%. As a reaction SMILES: [NH2:1][C:2]1[S:10][C:5]2[CH2:6][NH:7][CH2:8][CH2:9][C:4]=2[C:3]=1[C:11](=[O:19])[C:12]1[CH:17]=[CH:16][C:15]([Cl:18])=[CH:14][CH:13]=1.[CH2:20]([O:22][C:23]([CH2:25]I)=[O:24])[CH3:21]>>[NH2:1][C:2]1[S:10][C:5]2[CH2:6][N:7]([CH2:25][C:23]([O:22][CH2:20][CH3:21])=[O:24])[CH2:8][CH2:9][C:4]=2[C:3]=1[C:11](=[O:19])[C:12]1[CH:17]=[CH:16][C:15]([Cl:18])=[CH:14][CH:13]=1. Procedure: The same procedure as Example 17 was used except an equivalent amount of 2-amino-3-(4-chloro-benzoyl) 4,5,6,7-tetrahydrothieno[2,3-c]pyridine was used in place of 2-Amino-3-benzoyl-4,5,6,7-tetrahydrothieno[2,3-c]pyridine (2 mmol), and an equivalent amount of ethoxycarbonylmethyl iodide was used in place of methyl iodide (3 mmol). (m.p. 105-106° C.; 70% yield). Run at time 1 hour. The reactants are O.O.O.O.O.[Si]([O-])([O-])([O-])[O-].[Na+].[Na+].[Na+].[Na+] (sodium silicate pentahydrate), ClCC=C (3-chloropropene), C(C=C)(=O)O (acrylic acid). The product is C(C=C)(=O)O.ClCC=C (3-chloropropene acrylic acid). RXN SMILES: O.O.O.O.O.[Si]([O-])([O-])([O-])[O-].[Na+].[Na+].[Na+].[Na+].[Cl:15][CH2:16][CH:17]=[CH2:18].[C:19]([OH:23])(=[O:22])[CH:20]=[CH2:21]>>[C:19]([OH:23])(=[O:22])[CH:20]=[CH2:21].[Cl:15][CH2:16][CH:17]=[CH2:18] |f:0.1.2.3.4.5.6.7.8.9,12.13|. Procedure: About 1 part by weight of fine granular sodium silicate pentahydrate, 3 parts by weight of 3-chloropropene and 1 part by weight of acrylic acid are mixed then agitated at ambient temperature and pressure for 1 hour, thereby producing a poly (3-chloropropene acrylic acid) copolymer. The copolymer is soluble in 3-chloropropene and may be recovered by filteration. Water in the amount of 15 parts by weight are added then heated to just below the boiling point of the reactants for 20 to 60 minutes wh...